From a dataset of the Open Reaction Database (ORD), a public repository of structured organic reaction records. describe an organic reaction: reactants, conditions, products, and yield Starting materials: C(CC)C(=O)C1=NOC(=N1)COC1=C(C=C(C=C1)Cl)Cl (3-propylcarbonyl-5-[(2,4-dichlorophenoxy)methyl]-1,2,4-oxadiazole), CC([O-])C.[Al+3].CC([O-])C.CC([O-])C (aluminum isopropoxide). Solvent: C(C)(C)O (isopropanol). The product is OC(CCC)C1=NOC(=N1)COC1=C(C=C(C=C1)Cl)Cl (3-(1-hydroxybutyl)-5-[(2,4-dichlorophenoxy)methyl]-1,2,4-oxadiazole). The yield is 53.5%. As a reaction SMILES: [CH2:1]([C:4]([C:6]1[N:10]=[C:9]([CH2:11][O:12][C:13]2[CH:18]=[CH:17][C:16]([Cl:19])=[CH:15][C:14]=2[Cl:20])[O:8][N:7]=1)=[O:5])[CH2:2][CH3:3].CC(C)[O-].[Al+3].CC(C)[O-].CC(C)[O-]>C(O)(C)C>[OH:5][CH:4]([C:6]1[N:10]=[C:9]([CH2:11][O:12][C:13]2[CH:18]=[CH:17][C:16]([Cl:19])=[CH:15][C:14]=2[Cl:20])[O:8][N:7]=1)[CH2:1][CH2:2][CH3:3] |f:1.2.3.4|. Reported procedure: 0.316 g of 3-propylcarbonyl-5-[(2,4-dichlorophenoxy)methyl]-1,2,4-oxadiazole and 0.20 g of aluminum isopropoxide were added to 10 ml of isopropanol. The mixture was heated to reflux for 48 hours. After evaporation of isopropanol, water was added to the residue. The aqueous solution was extracted with ethylacetate. After evaporation of ethylacetate, the residue was purified by column chromatography(hexane: ethylacetate=3:2) to provide 0.17 g of the desired product(yield: 54.0%).